Dataset: the Open Reaction Database (ORD), a public repository of structured organic reaction records. Task: describe an organic reaction: reactants, conditions, products, and yield Reactants: CC(Br)c1ccnc2ncnn12, Oc1ccc(Br)cc1, COCCOC, [H-], [Na+]. The product is CC(Oc1ccc(Br)cc1)c1ccnc2ncnn12. RXN SMILES: [Br:11][CH:12]([CH3:13])[c:14]1[cH:15][cH:16][n:17][c:18]2[n:19]1[n:20][cH:21][n:22]2.[Br:1][c:2]1[cH:3][cH:4][c:5]([OH:8])[cH:6][cH:7]1.[CH3:23][O:24][CH2:25][CH2:26][O:27][CH3:28].[H-:9].[Na+:10]>>[Br:1][c:2]1[cH:3][cH:4][c:5]([O:8][CH:12]([CH3:13])[c:14]2[cH:15][cH:16][n:17][c:18]3[n:19]2[n:20][cH:21][n:22]3)[cH:6][cH:7]1. Starting materials: C1(CCCCCC1)C(=O)Cl (cycloheptanecarbonyl chloride), C1(CCCCC1)C(=O)Cl (cyclohexanecarbonyl chloride), C(C)(C)(C)NCC(=O)C1=CC(=C(C=C1)OC(=O)C1CCCCCC1)OC(=O)C1CCCCCC1 (3,4-bis(cycloheptanecarbonyloxy)phenyl tert-butylaminomethyl ketone). Product: C1(CCCCCC1)C(=O)OC=1C=C(C(CNC(C)(C)C)O)C=CC1OC(=O)C1CCCCCC1 (3,4-bis(cycloheptanecarbonyloxy)-alpha-(tert-butylaminomethyl)benzyl alcohol). Reaction SMILES: C1(C(Cl)=O)CCCCCC1.C1(C(Cl)=O)CCCCC1.[C:20]([NH:24][CH2:25][C:26]([C:28]1[CH:33]=[CH:32][C:31]([O:34][C:35]([CH:37]2[CH2:43][CH2:42][CH2:41][CH2:40][CH2:39][CH2:38]2)=[O:36])=[C:30]([O:44][C:45]([CH:47]2[CH2:53][CH2:52][CH2:51][CH2:50][CH2:49][CH2:48]2)=[O:46])[CH:29]=1)=[O:27])([CH3:23])([CH3:22])[CH3:21]>>[CH:47]1([C:45]([O:44][C:30]2[CH:29]=[C:28]([CH:33]=[CH:32][C:31]=2[O:34][C:35]([CH:37]2[CH2:38][CH2:39][CH2:40][CH2:41][CH2:42][CH2:43]2)=[O:36])[CH:26]([OH:27])[CH2:25][NH:24][C:20]([CH3:23])([CH3:22])[CH3:21])=[O:46])[CH2:48][CH2:49][CH2:50][CH2:51][CH2:52][CH2:53]1. Procedure: When cycloheptanecarbonyl chloride is substituted for the cyclohexanecarbonyl chloride in the procedure described in Example 15A above, the acylation product obtained is 3,4-bis(cycloheptanecarbonyloxy)phenyl tert-butylaminomethyl ketone; and when this product is catalytically hydrogenated using the procedure described in Example 15B above, there is obtained 3,4-bis(cycloheptanecarbonyloxy)-alpha-(tert-butylaminomethyl)benzyl alcohol. Reactants: BrC(Br)(Br)Br, ClCCl, CC(C)(C)OC(=O)N1CCC(=O)CC1, c1ccc(P(c2ccccc2)c2ccccc2)cc1. Yields the product CC(C)(C)OC(=O)N1CCC(=C(Br)Br)CC1. Reaction SMILES: [C:20]([Br:21])([Br:22])([Br:23])[Br:24].[Cl:39][CH2:40][Cl:41].[O:25]=[C:26]1[CH2:27][CH2:28][N:29]([C:32](=[O:33])[O:34][C:35]([CH3:36])([CH3:37])[CH3:38])[CH2:30][CH2:31]1.[c:1]1([P:2]([c:3]2[cH:4][cH:5][cH:6][cH:7][cH:8]2)[c:9]2[cH:10][cH:11][cH:12][cH:13][cH:14]2)[cH:15][cH:16][cH:17][cH:18][cH:19]1>>[C:20]([Br:21])([Br:24])=[C:26]1[CH2:27][CH2:28][N:29]([C:32](=[O:33])[O:34][C:35]([CH3:36])([CH3:37])[CH3:38])[CH2:30][CH2:31]1. Reactants: FC1=NC(=C2N=CNC2=N1)NCC=1C=NC=CC1 ((2-fluoro-9H-purin-6-yl)-pyridin-3-ylmethyl-amine), C(=O)([O-])[O-].[K+].[K+] (K2CO3), C(Cl)(Cl)Cl (CHCl3), BrC(C)C (2-bromopropane). Run in CC(=O)N(C)C (DMA), CO (MeOH). Reaction conditions: time 48 hour. The product is FC1=NC(=C2N=CN(C2=N1)C(C)C)NCC=1C=NC=CC1 ((2-Fluoro-9-isopropyl-9H-purin-6-yl)-pyridin-3-ylmethyl-amine). As a reaction SMILES: [F:1][C:2]1[N:10]=[C:9]2[C:5]([N:6]=[CH:7][NH:8]2)=[C:4]([NH:11][CH2:12][C:13]2[CH:14]=[N:15][CH:16]=[CH:17][CH:18]=2)[N:3]=1.C([O-])([O-])=O.[K+].[K+].Br[CH:26]([CH3:28])[CH3:27].C(Cl)(Cl)Cl>CC(N(C)C)=O.CO>[F:1][C:2]1[N:10]=[C:9]2[C:5]([N:6]=[CH:7][N:8]2[CH:26]([CH3:28])[CH3:27])=[C:4]([NH:11][CH2:12][C:13]2[CH:14]=[N:15][CH:16]=[CH:17][CH:18]=2)[N:3]=1 |f:1.2.3|. Reported procedure: To a stirred solution of (2-fluoro-9H-purin-6-yl)-pyridin-3-ylmethyl-amine (1.00 g, 1 eq, 4.10 mmol) in DMA (12 mL) under an argon atmosphere, at RT, was added K2CO3 (powdered, anhydrous, 2.75 g, 4.85 eq, 19.90 mmol) followed 2-bromopropane (3.75 mL, 9.75 eq, 39.93 mmol). The reaction mixture was stirred at RT for 48 h, when TLC (CHCl3:MeOH; 90:10) indicated that the reaction had gone to completion. The solvent was evaporated in vacuo and the residue partitioned between water (200 mL) and EtOAc ... The reactants are CC(=O)O, CC1([N+](=O)[O-])CN(Cc2ccccc2)C1, CCOC(C)=O, ClCCl, [Fe]. Yields the product CC1(N)CN(Cc2ccccc2)C1. As a reaction SMILES: [CH3:16][C:17](=[O:18])[OH:19].[CH3:1][C:2]1([N+:13]([O-:14])=[O:15])[CH2:3][N:4]([CH2:6][c:7]2[cH:8][cH:9][cH:10][cH:11][cH:12]2)[CH2:5]1.[CH3:23][CH2:24][O:25][C:26](=[O:27])[CH3:28].[Cl:20][CH2:21][Cl:22].[Fe:29]>>[CH3:1][C:2]1([NH2:13])[CH2:3][N:4]([CH2:6][c:7]2[cH:8][cH:9][cH:10][cH:11][cH:12]2)[CH2:5]1. The reactants are FC=1C=C(C=C(C1F)F)[C@@H]1COC[C@@H](N1)[C@H](C)O ((S)-1-[(3R,5R)-5-(3,4,5-trifluorophenyl)morpholine-3-yl]ethanol), resultant solution, N1=CC=CC=C1 (pyridine), C(C(=O)Cl)(=O)Cl (oxalyl chloride). Solvent: ClCCl (dichloromethane), O (water). Run at time 1 hour. The product is C[C@@H]1OC(C(N2[C@@H]1COC[C@H]2C2=CC(=C(C(=C2)F)F)F)=O)=O ((1S,6R,9aR)-1-methyl-6-(3,4,5-trifluorophenyl)tetrahydro[1,4]oxazino[3,4-c][1,4]oxazine-3,4-dione). RXN SMILES: [F:1][C:2]1[CH:3]=[C:4]([C@H:10]2[NH:15][C@@H:14]([C@@H:16]([OH:18])[CH3:17])[CH2:13][O:12][CH2:11]2)[CH:5]=[C:6]([F:9])[C:7]=1[F:8].N1C=CC=CC=1.[C:25](Cl)(=[O:29])[C:26](Cl)=[O:27]>ClCCl.O>[CH3:17][C@H:16]1[C@H:14]2[CH2:13][O:12][CH2:11][C@@H:10]([C:4]3[CH:3]=[C:2]([F:1])[C:7]([F:8])=[C:6]([F:9])[CH:5]=3)[N:15]2[C:26](=[O:27])[C:25](=[O:29])[O:18]1. Procedure: To a solution consisting of (S)-1-[(3R,5R)-5-(3,4,5-trifluorophenyl)morpholine-3-yl]ethanol (1.18 g) and pyridine (5 mL) in dichloromethane (20 mL) was dropwise added oxalyl chloride (1.18 mL) while cooling with ice. The resultant solution was stirred at the same temperature for 30 minutes, and then at room temperature for 1 hour. The reaction solution was diluted with water, and the organic layer was partitioned. The organic layer was then dried over anhydrous magnesium sulfate. Solvent was rem... Procedure details: 2-Fluoro-5-nitroaniline (IV) (50 g) and 3,4,5,6-tetrahydrophthalic anhydride (49 g) were dissolved in acetic acid (200 ml), and the resultant solution was heated under reflux for 4 hours. After cooling, the reaction mixture was diluted with water and extracted with ethyl acetate. The extract was concentrated, and the precipitated crystals were collected by filtration to give 72 g of N-(2-fluoro-5-nitrophenyl)-3,4,5,6-tetrahydrophthalimide (VII). M.P., 154.9° C. Isolated yield 77.5%. The solvent is O (water), C(C)(=O)O (acetic acid). As a reaction SMILES: [F:1][C:2]1[CH:8]=[CH:7][C:6]([N+:9]([O-:11])=[O:10])=[CH:5][C:3]=1[NH2:4].[C:12]1(=O)[O:17][C:15](=[O:16])[C:14]2[CH2:18][CH2:19][CH2:20][CH2:21][C:13]1=2>C(O)(=O)C.O>[F:1][C:2]1[CH:8]=[CH:7][C:6]([N+:9]([O-:11])=[O:10])=[CH:5][C:3]=1[N:4]1[C:15](=[O:16])[C:14]2[CH2:18][CH2:19][CH2:20][CH2:21][C:13]=2[C:12]1=[O:17]. Starting materials: FC1=C(N)C=C(C=C1)[N+](=O)[O-] (2-Fluoro-5-nitroaniline), C1(C2=C(C(=O)O1)CCCC2)=O (3,4,5,6-tetrahydrophthalic anhydride), resultant solution. The product is FC1=C(C=C(C=C1)[N+](=O)[O-])N1C(C2=C(C1=O)CCCC2)=O (N-(2-fluoro-5-nitrophenyl)-3,4,5,6-tetrahydrophthalimide).